Task: describe an organic reaction: reactants, conditions, products, and yield. Dataset: the Open Reaction Database (ORD), a public repository of structured organic reaction records Reactants: C1CCOC1, CC(=O)O, C[Si](C)(C)[N-][Si](C)(C)C, FC(F)c1nc2ccccc2n1-c1nc(Cl)nc(N2CCOCC2)n1, Nc1cncnc1, [Na+], O. Yields the product FC(F)c1nc2ccccc2n1-c1nc(Nc2cncnc2)nc(N2CCOCC2)n1. Reaction SMILES: [CH2:47]1[O:48][CH2:49][CH2:50][CH2:51]1.[CH3:43][C:44](=[O:45])[OH:46].[CH3:9][Si:10]([N-:11][Si:12]([CH3:13])([CH3:14])[CH3:15])([CH3:16])[CH3:17].[Cl:18][c:19]1[n:20][c:21](-[n:31]2[c:32]([CH:40]([F:41])[F:42])[n:33][c:34]3[c:35]2[cH:36][cH:37][cH:38][cH:39]3)[n:22][c:23]([N:25]2[CH2:26][CH2:27][O:28][CH2:29][CH2:30]2)[n:24]1.[NH2:1][c:2]1[cH:3][n:4][cH:5][n:6][cH:7]1.[Na+:8].[OH2:52]>>[NH:1]([c:2]1[cH:3][n:4][cH:5][n:6][cH:7]1)[c:19]1[n:20][c:21](-[n:31]2[c:32]([CH:40]([F:41])[F:42])[n:33][c:34]3[c:35]2[cH:36][cH:37][cH:38][cH:39]3)[n:22][c:23]([N:25]2[CH2:26][CH2:27][O:28][CH2:29][CH2:30]2)[n:24]1. Starting materials: C(C)(C)C1=C(OC=2C(=NC(=NC2)N)N)C=C(C(=C1)OC)[N+](=O)[O-] (5-(2-isopropyl-4-methoxy-5-nitro-phenoxy)-pyrimidine-2,4-diamine). The reagents and catalysts are [Pd] (palladium on charcoal). Run in C(C)O (ethanol). Yields the product NC=1C(=CC(=C(OC=2C(=NC(=NC2)N)N)C1)C(C)C)OC (5-(5-amino-2-isopropyl-4-methoxy-phenoxy)-pyrimidine-2,4-diamine). RXN SMILES: [CH:1]([C:4]1[CH:18]=[C:17]([O:19][CH3:20])[C:16]([N+:21]([O-])=O)=[CH:15][C:5]=1[O:6][C:7]1[C:8]([NH2:14])=[N:9][C:10]([NH2:13])=[N:11][CH:12]=1)([CH3:3])[CH3:2]>C(O)C.[Pd]>[NH2:21][C:16]1[C:17]([O:19][CH3:20])=[CH:18][C:4]([CH:1]([CH3:3])[CH3:2])=[C:5]([CH:15]=1)[O:6][C:7]1[C:8]([NH2:14])=[N:9][C:10]([NH2:13])=[N:11][CH:12]=1. Reported procedure: To 5-(2-isopropyl-4-methoxy-5-nitro-phenoxy)-pyrimidine-2,4-diamine (2.1 g, 6.58 mmol) suspended in ethanol (150 mL) in a Parr bomb, was added 10% palladium on charcoal (210 mg). After hydrogenation in the Parr hydrogenator overnight at 35 psi, the reaction was filtered through celite. The celite pad was washed with ethanol and ethyl acetate and the filtrate was concentrated. Purification with silica gel column chromatography (92/8/0.1 dichloromethane/methanol/ammonium hydroxide) gave 5-(5-amino... Reactants: [N+](=O)([O-])C1=CC=C(CNC(C2=CC=CC=C2)=O)C=C1 (N-(p-nitrobenzyl)-benzamide), [Cl-] (chloride). Run in S(=O)(Cl)Cl (thionyl chloride). Yields the product [N+](=O)([O-])C1=CC=C(CN=C(C2=CC=CC=C2)Cl)C=C1 (N-(p-nitrobenzyl)-benzimidoyl chloride). Yield: 85.0%. Reaction SMILES: [N+:1]([C:4]1[CH:19]=[CH:18][C:7]([CH2:8][NH:9][C:10](=O)[C:11]2[CH:16]=[CH:15][CH:14]=[CH:13][CH:12]=2)=[CH:6][CH:5]=1)([O-:3])=[O:2].[Cl-:20]>S(Cl)(Cl)=O>[N+:1]([C:4]1[CH:19]=[CH:18][C:7]([CH2:8][N:9]=[C:10]([Cl:20])[C:11]2[CH:16]=[CH:15][CH:14]=[CH:13][CH:12]=2)=[CH:6][CH:5]=1)([O-:3])=[O:2]. Procedure details: A solution of 3.7 mmol of N-(p-nitrobenzyl)-benzamide in thionyl chloride was refluxed under an inert atmosphere for 30 minutes and after cooling, the excess thionyl chloride was removed under vacuum to leave a solid residue. The residue was crystallized from dry cyclohexane under dry nitrogen (Note: the subsequent filtration had to be done under dry nitrogen also to obtain an 85% yield of the purified imidoyl--chloride melting at 71° to 73° C. (Lit. m.pt. 73--4 Huisgen et al--Loc. cit) which wa...